Dataset: the Open Reaction Database (ORD), a public repository of structured organic reaction records. Task: describe an organic reaction: reactants, conditions, products, and yield The reactants are ClC1=NC=C(C=C1C)[N+](=O)[O-] (2-Chloro-3-methyl-5-nitropyridine), C[O-].[Na+] (sodium methoxide), two 2-L, CO (methanol). Run in C(=O)=O.C(C)(C)O (dry ice isopropanol), ice water. Product: COC1=NC=C(C=C1C)[N+](=O)[O-] (2-methoxy-3-methyl-5-nitropyridine). Isolated yield 97.0%. Reaction SMILES: Cl[C:2]1[C:7]([CH3:8])=[CH:6][C:5]([N+:9]([O-:11])=[O:10])=[CH:4][N:3]=1.[CH3:12][OH:13].C[O-].[Na+]>C(=O)=O.C(O)(C)C>[CH3:12][O:13][C:2]1[C:7]([CH3:8])=[CH:6][C:5]([N+:9]([O-:11])=[O:10])=[CH:4][N:3]=1 |f:2.3,4.5|. Procedure details: 2-Chloro-3-methyl-5-nitropyridine (139 g, 0.806 mol) from the above procedure was divided into two portions and placed in two 2-L round bottom flasks with methanol (500 mL). The solutions were cooled in dry ice/isopropanol baths as solid sodium methoxide (26.5 g, 0.467 mol) was added portion-wise to each flask so that the temperature was remained below 20° C. When the additions were complete, the resulting mixtures were heated to reflux for 1 h. The mixtures were cooled and diluted with ice wate... The reactants are COC(=O)CC1CCC(CN2CCCC(N(Cc3cc(C(F)(F)F)cc(C(F)(F)F)c3)c3cc(C)no3)c3cc(C)c(C(F)(F)F)cc32)CC1, CO, Cl, [Na+], [OH-]. Product: Cc1cc(N(Cc2cc(C(F)(F)F)cc(C(F)(F)F)c2)C2CCCN(CC3CCC(CC(=O)O)CC3)c3cc(C(F)(F)F)c(C)cc32)on1. As a reaction SMILES: [CH3:3][O:4][C:5]([CH2:6][CH:7]1[CH2:8][CH2:9][CH:10]([CH2:13][N:14]2[c:15]3[c:16]([cH:43][c:44]([CH3:51])[c:45]([C:47]([F:48])([F:49])[F:50])[cH:46]3)[CH:17]([N:21]([c:22]3[cH:23][c:24]([CH3:27])[n:25][o:26]3)[CH2:28][c:29]3[cH:30][c:31]([C:39]([F:40])([F:41])[F:42])[cH:32][c:33]([C:35]([F:36])([F:37])[F:38])[cH:34]3)[CH2:18][CH2:19][CH2:20]2)[CH2:11][CH2:12]1)=[O:52].[CH3:54][OH:55].[ClH:53].[Na+:2].[OH-:1]>>[O:4]=[C:5]([CH2:6][CH:7]1[CH2:8][CH2:9][CH:10]([CH2:13][N:14]2[c:15]3[c:16]([cH:43][c:44]([CH3:51])[c:45]([C:47]([F:48])([F:49])[F:50])[cH:46]3)[CH:17]([N:21]([c:22]3[cH:23][c:24]([CH3:27])[n:25][o:26]3)[CH2:28][c:29]3[cH:30][c:31]([C:39]([F:40])([F:41])[F:42])[cH:32][c:33]([C:35]([F:36])([F:37])[F:38])[cH:34]3)[CH2:18][CH2:19][CH2:20]2)[CH2:11][CH2:12]1)[OH:52]. Reactants: C(C1=CC=CC=C1)[C@H]1N(C(OC1)=O)C(CCCCOCC1=CC=CC=C1)=O ((R)-4-benzyl-3-(5-benzyloxypentanoyl)oxazolidin-2-one), C[Si](N[Si](C)(C)C)(C)C.[Na] (sodium hexamethyldisilazane), C(C)N(CCNCC)CC (N,N,N′-triethylethylenediamine), BrCC(=O)OC(C)(C)C (tert-butyl bromoacetate). Run in O1CCCC1 (tetrahydrofuran), O1CCCC1 (tetrahydrofuran), CCCCCC (hexane), O (water). The product is C(C1=CC=CC=C1)[C@H]1N(C(OC1)=O)C(=O)C(CC(=O)OC(C)(C)C)CCCOCC1=CC=CC=C1 (tert-Butyl 3-((R)-4-benzyl-2-oxooxazolidin-3-carbonyl)-6-benzyloxyhexanoate). RXN SMILES: [CH2:1]([C@@H:8]1[CH2:12][O:11][C:10](=[O:13])[N:9]1[C:14](=[O:27])[CH2:15][CH2:16][CH2:17][CH2:18][O:19][CH2:20][C:21]1[CH:26]=[CH:25][CH:24]=[CH:23][CH:22]=1)[C:2]1[CH:7]=[CH:6][CH:5]=[CH:4][CH:3]=1.C[Si](C)(C)N[Si](C)(C)C.[Na].Br[CH2:39][C:40]([O:42][C:43]([CH3:46])([CH3:45])[CH3:44])=[O:41].C(N(CC)CCNCC)C>O1CCCC1.CCCCCC.O>[CH2:1]([C@@H:8]1[CH2:12][O:11][C:10](=[O:13])[N:9]1[C:14]([CH:15]([CH2:16][CH2:17][CH2:18][O:19][CH2:20][C:21]1[CH:26]=[CH:25][CH:24]=[CH:23][CH:22]=1)[CH2:39][C:40]([O:42][C:43]([CH3:46])([CH3:45])[CH3:44])=[O:41])=[O:27])[C:2]1[CH:3]=[CH:4][CH:5]=[CH:6][CH:7]=1 |f:1.2,^1:36|. Procedure: A solution of (R)-4-benzyl-3-(5-benzyloxypentanoyl)oxazolidin-2-one (132 g) in tetrahydrofuran (660 mL) was added dropwise to a mixture of sodium hexamethyldisilazane (1.9 M in tetrahydrofuran) (702 mL) and tetrahydrofuran (660 mL) at −78° C. The reaction temperature was rose to −40° C. To the mixture was added dropwise tert-butyl bromoacetate (85 mL) at −78° C. The reaction temperature was rose to −36° C. To the mixture was added dropwise N,N,N′-triethylethylenediamine (33 mL) at ice temperatur... The reactants are C1COCCO1, O=C(Cl)c1ccccc1Cl, CN1CCC(Oc2cccc(N)c2F)CC1. Yields the product CN1CCC(Oc2cccc(NC(=O)c3ccccc3Cl)c2F)CC1. Reaction SMILES: [CH2:27]1[O:28][CH2:29][CH2:30][O:31][CH2:32]1.[Cl:17][C:18](=[O:19])[c:20]1[cH:21][cH:22][cH:23][cH:24][c:25]1[Cl:26].[F:1][c:2]1[c:3]([NH2:16])[cH:4][cH:5][cH:6][c:7]1[O:8][CH:9]1[CH2:10][CH2:11][N:12]([CH3:15])[CH2:13][CH2:14]1>>[F:1][c:2]1[c:3]([NH:16][C:18](=[O:19])[c:20]2[cH:21][cH:22][cH:23][cH:24][c:25]2[Cl:26])[cH:4][cH:5][cH:6][c:7]1[O:8][CH:9]1[CH2:10][CH2:11][N:12]([CH3:15])[CH2:13][CH2:14]1.